This data is from the Open Reaction Database (ORD), a public repository of structured organic reaction records. The task is: describe an organic reaction: reactants, conditions, products, and yield Reactants: C1=CC=CC=2C3=CC=CC=C3C(C12)COC(=O)N[C@H](C(=O)O)CSC[C@@H](COCCCCCCCCCCCC)OCCCCCCCCCCCC ((R)-2-((((9H-fluoren-9-yl)methoxy)carbonyl)amino)-3-(((R)-2,3-bis(dodecyloxy)propyl)thio)propanoic acid), N[C@H](COCCOCCOCCP(OCC)(OCC)=O)C ((S)-diethyl (2-(2-(2-(2-aminopropoxy)ethoxy)ethoxy)ethyl)phosphonate). Yields the product N[C@H](C(N[C@H](COCCOCCOCCP(O)(O)=O)C)=O)CSC[C@@H](COCCCCCCCCCCCC)OCCCCCCCCCCCC (((11S,14R,18R)-14-amino-18-(dodecyloxy)-11-methyl-13-oxo-3,6,9,20-tetraoxa-16-thia-12-azadotriacontyl)phosphonic acid). RXN SMILES: C1C2C(COC([NH:18][C@@H:19]([CH2:23][S:24][CH2:25][C@H:26]([O:41][CH2:42][CH2:43][CH2:44][CH2:45][CH2:46][CH2:47][CH2:48][CH2:49][CH2:50][CH2:51][CH2:52][CH3:53])[CH2:27][O:28][CH2:29][CH2:30][CH2:31][CH2:32][CH2:33][CH2:34][CH2:35][CH2:36][CH2:37][CH2:38][CH2:39][CH3:40])[C:20]([OH:22])=O)=O)C3C(=CC=CC=3)C=2C=CC=1.[NH2:54][C@@H:55]([CH3:74])[CH2:56][O:57][CH2:58][CH2:59][O:60][CH2:61][CH2:62][O:63][CH2:64][CH2:65][P:66](=[O:73])([O:70]CC)[O:67]CC>>[NH2:18][C@@H:19]([CH2:23][S:24][CH2:25][C@H:26]([O:41][CH2:42][CH2:43][CH2:44][CH2:45][CH2:46][CH2:47][CH2:48][CH2:49][CH2:50][CH2:51][CH2:52][CH3:53])[CH2:27][O:28][CH2:29][CH2:30][CH2:31][CH2:32][CH2:33][CH2:34][CH2:35][CH2:36][CH2:37][CH2:38][CH2:39][CH3:40])[C:20](=[O:22])[NH:54][C@@H:55]([CH3:74])[CH2:56][O:57][CH2:58][CH2:59][O:60][CH2:61][CH2:62][O:63][CH2:64][CH2:65][P:66](=[O:67])([OH:73])[OH:70]. Procedure details: The title product was prepared from (R)-2-((((9H-fluoren-9-yl)methoxy)carbonyl)amino)-3-(((R)-2,3-bis(dodecyloxy)propyl)thio)propanoic acid (1 eq, from example 20, step 5) and (S)-diethyl (2-(2-(2-(2-aminopropoxy)ethoxy)ethoxy)ethyl)phosphonate (1.2 eq, from example 28, step 2) by following the procedure described for example 28, step 3-5. Reactants: CC1(COB(OC1)C=1C(=CC(=C(C1)[C@]1(NC(COC(C1(F)F)(C)C)=O)C)F)F)C ((R)-5-[5-(5,5-dimethyl-[1,3,2]dioxaborinan-2-yl)-2,4-difluoro-phenyl]-6,6-difluoro-5,7,7-trimethyl-[1,4]oxazepan-3-one), ClC=1OC2=C(N1)C=C(C(=C2)F)F (2-chloro-5,6-difluorobenzo[d]oxazole). Reagents/catalysts: [Pd] (palladium). Yields the product FC=1C(=CC2=C(N=C(O2)C=2C(=CC(=C(C2)[C@]2(NC(COC(C2(F)F)(C)C)=O)C)F)F)C1)F ((R)-5-[5-(5,6-Difluoro-benzooxazol-2-yl)-2,4-difluoro-phenyl]-6,6-difluoro-5,7,7-trimethyl-[1,4]oxazepan-3-one). The yield is 74.0%. As a reaction SMILES: CC1(C)COB([C:8]2[C:9]([F:28])=[CH:10][C:11]([F:27])=[C:12]([C@:14]3([CH3:26])[C:20]([F:22])([F:21])[C:19]([CH3:24])([CH3:23])[O:18][CH2:17][C:16](=[O:25])[NH:15]3)[CH:13]=2)OC1.Cl[C:31]1[O:32][C:33]2[CH:39]=[C:38]([F:40])[C:37]([F:41])=[CH:36][C:34]=2[N:35]=1>[Pd]>[F:41][C:37]1[C:38]([F:40])=[CH:39][C:33]2[O:32][C:31]([C:8]3[C:9]([F:28])=[CH:10][C:11]([F:27])=[C:12]([C@:14]4([CH3:26])[C:20]([F:21])([F:22])[C:19]([CH3:24])([CH3:23])[O:18][CH2:17][C:16](=[O:25])[NH:15]4)[CH:13]=3)=[N:35][C:34]=2[CH:36]=1. Procedure: In a manner analogous to that described in Example 19a), the palladium-catalyzed coupling of (R)-5-[5-(5,5-dimethyl-[1,3,2]dioxaborinan-2-yl)-2,4-difluoro-phenyl]-6,6-difluoro-5,7,7-trimethyl-[1,4]oxazepan-3-one (intermediate D1.1) and 2-chloro-5,6-difluorobenzo[d]oxazole yielded the title compound (74% yield) as a white powder. MS (ISP): m/z=459.2 [M+H]+. Run in C(C)O (ethyl alcohol). Reaction conditions: time 15 minute. Starting materials: C(C)N(C=1N=NC(=CC1)NNC(C1=CC=CC=C1)(C1=CC=CC=C1)C1=CC=CC=C1)CC(C)O (3-[ethyl-(2-hydroxypropyl)amino]-6-(2-triphenylmethylhydrazino)pyridazine), Cl (hydrochloric acid). As a reaction SMILES: [CH2:1]([N:3]([CH2:31][CH:32]([OH:34])[CH3:33])[C:4]1[N:5]=[N:6][C:7]([NH:10][NH:11]C(C2C=CC=CC=2)(C2C=CC=CC=2)C2C=CC=CC=2)=[CH:8][CH:9]=1)[CH3:2].[ClH:35]>C(O)C>[ClH:35].[ClH:35].[CH2:1]([N:3]([CH2:31][CH:32]([OH:34])[CH3:33])[C:4]1[N:5]=[N:6][C:7]([NH:10][NH2:11])=[CH:8][CH:9]=1)[CH3:2] |f:3.4.5|. Yields the product Cl.Cl.C(C)N(C=1N=NC(=CC1)NN)CC(C)O (3-[ethyl-(2-hydroxypropyl)amino]-6-hydrazinopyridazine dihydrochloride). Procedure: To a 50% suspension of 1.5 g sodium hydride in 100 ml tetrahydrofuran, 3 g ethyl-(2-hydroxypropyl)amine are added; this is stirred at room temperature for 30 minutes, thereafter 4.5 g of 3-chloro-6-triphenylmethylazopyridazine are added. Stirring is maintained for 5 minutes, the organic phase is washed with a saturated solution of sodium chloride, rendered anhydrous and evaporated to dryness under a vacuum. The residue is taken up with ethyl alcohol, diluted with water, and the precipitate is co... The reactants are solution, C(=O)(C(F)(F)F)O (TFA), FCC(C(=O)OCC)=C (ethyl 2-(fluoromethyl)acrylate), C(C1=CC=CC=C1)N(COC)C[Si](C)(C)C (N-benzyl-N-(methoxymethyl)trimethylsilylmethylamine). Run in ClCCl (dichloromethane), ClCCl (dichloromethane). Reaction conditions: temperature 1 celsius, time 75 minute. Yields the product C(C1=CC=CC=C1)N1CC(CC1)(C(=O)OCC)CF (ethyl 1-benzyl-3-(fluoromethyl)pyrrolidine-3-carboxylate). Yield: 58.5%. RXN SMILES: [F:1][CH2:2][C:3](=[CH2:9])[C:4]([O:6][CH2:7][CH3:8])=[O:5].[CH2:10]([N:17]([CH2:21][Si](C)(C)C)[CH2:18]OC)[C:11]1[CH:16]=[CH:15][CH:14]=[CH:13][CH:12]=1.C(O)(C(F)(F)F)=O>ClCCl>[CH2:10]([N:17]1[CH2:18][CH2:9][C:3]([CH2:2][F:1])([C:4]([O:6][CH2:7][CH3:8])=[O:5])[CH2:21]1)[C:11]1[CH:12]=[CH:13][CH:14]=[CH:15][CH:16]=1. Reported procedure: To a solution of ethyl 2-(fluoromethyl)acrylate (2.54 g, 19.2 mmol) and N-benzyl-N-(methoxymethyl)trimethylsilylmethylamine (5.1 mL, 19.2 mmol) in dichloromethane (15 mL) cooled to 0° C. in an ice bath, was added 1M solution of TFA in dichloromathane (1.8 mL), and the resulting mixture stirred at 0-2° C. for 75 minutes. The reaction was diluted with dichloromethane (20 mL) and washed with saturated sodium bicarbonate solution, brine and dried (MgSO4), filtered and concentrated under reduced pres...